Task: describe an organic reaction: reactants, conditions, products, and yield. Dataset: the Open Reaction Database (ORD), a public repository of structured organic reaction records Starting materials: [OH-].[Na+] (sodium hydroxide), OC1=CC=CC2=C1C=CO2 (4-Hydroxybenzofuran), C([O-])([O-])=O.[K+].[K+] (potassium carbonate), [I-].[Na+] (sodium iodide). The solvent is C(C)O (ethanol), C(C)O (ethanol). Conditions: time 4.5 hour. The product is O1C=CC2=C1C=CC=C2OCCCCC(=O)O (5-(4-benzofuranyloxy)pentanoic acid). Reaction SMILES: [OH:1][C:2]1[C:7]2[CH:8]=[CH:9][O:10][C:6]=2[CH:5]=[CH:4][CH:3]=1.[C:11](=[O:14])([O-])[O-:12].[K+].[K+].[I-].[Na+].[OH-].[Na+]>C(O)C>[O:10]1[C:6]2[CH:5]=[CH:4][CH:3]=[C:2]([O:1][CH2:7][CH2:2][CH2:3][CH2:4][C:11]([OH:12])=[O:14])[C:7]=2[CH:8]=[CH:9]1 |f:1.2.3,4.5,6.7|. Procedure: 4-Hydroxybenzofuran (4.9 g. 0.0366 M), ethyl 5-bromopentanoata (7.64 g, 0.0366 M), anhydrous potassium carbonate (5.44 g), sodium iodide (0.2 g) and 95% ethanol (20 ml) were refluxed with stirring for 4.5 hr. The cooled reaction mixture was filtered and the solid washed well with ethanol. The filtrate was evaporated to dryness and the residue partitioned between ether and water. The organic layer was separated and washed with 2N sodium hydroxide solution, water, dried (sodium sulphate) and evapo... Reactants: ClC1=CC(=NC=2N1N=CC2)NC(C2=CC=C(C=C2)C(C)(C)O)=O (N-(7-chloropyrazolo[1,5-a]pyrimidin-5-yl)-4-(2-hydroxypropan-2-yl)benzamide), CC1CNCCC1=O (3-methylpiperidin-4-one). The reagents and catalysts are CS(=O)C (DMSO). Solvent: CN1CCCC1=O (NMP), CO (methanol). Product: OC(C)(C)C1=CC=C(C(=O)NC2=NC=3N(C(=C2)N2CC(C(CC2)=O)C)N=CC3)C=C1 (4-(2-hydroxypropan-2-yl)-N-(7-(3-methyl-4-oxopiperidin-1-yl)pyrazolo[1,5-a]pyrimidin-5-yl)benzamide). Isolated yield 55.3%. RXN SMILES: Cl[C:2]1[N:7]2[N:8]=[CH:9][CH:10]=[C:6]2[N:5]=[C:4]([NH:11][C:12](=[O:23])[C:13]2[CH:18]=[CH:17][C:16]([C:19]([OH:22])([CH3:21])[CH3:20])=[CH:15][CH:14]=2)[CH:3]=1.[CH3:24][CH:25]1[C:30](=[O:31])[CH2:29][CH2:28][NH:27][CH2:26]1>CN1C(=O)CCC1.CS(C)=O.CO>[OH:22][C:19]([C:16]1[CH:17]=[CH:18][C:13]([C:12]([NH:11][C:4]2[CH:3]=[C:2]([N:27]3[CH2:28][CH2:29][C:30](=[O:31])[CH:25]([CH3:24])[CH2:26]3)[N:7]3[N:8]=[CH:9][CH:10]=[C:6]3[N:5]=2)=[O:23])=[CH:14][CH:15]=1)([CH3:21])[CH3:20]. Procedure: A solution of N-(7-chloropyrazolo[1,5-a]pyrimidin-5-yl)-4-(2-hydroxypropan-2-yl)benzamide (2D, 50 mg, 0.151 mmol) and 3-methylpiperidin-4-one (34 mg, 0.302 mmol) in NMP (0.950 mL) was stirred at 85° C. overnight. After cooling to room temperature, the mixture was diluted with a few drops of DMSO and methanol, and was then purified by preparatory HPLC, 30-55% (MeCN/H2O gradient+0.01% TFA). Lyophilization of the combined fractions gave the titled compound as a white solid (34 mg, 56%). 1H NMR (400... The reactants are FC1=C(OC(C(=O)OC(C)(C)C)(C)C)C=CC(=C1F)CCC(C=1SC(=CC1)C1=CC=C(C=C1)C(F)(F)F)=O (tert-butyl 2-(2,3-difluoro-4-(3-oxo-3-(5-(4-(trifluoromethyl)phenyl)thien-2-yl)propyl)phenoxy)-2-methylpropanoate), FC(C(=O)O)(F)F (trifluoroacetic acid). Product: FC1=C(OC(C(=O)O)(C)C)C=CC(=C1F)CCC(C=1SC(=CC1)C1=CC=C(C=C1)C(F)(F)F)=O (2-(2,3-Difluoro-4-(3-oxo-3-(5-(4-(trifluoromethyl)phenyl)thien-2-yl)propyl)-phenoxy)-2-methylpropanoic acid). RXN SMILES: [F:1][C:2]1[C:18]([F:19])=[C:17]([CH2:20][CH2:21][C:22](=[O:38])[C:23]2[S:24][C:25]([C:28]3[CH:33]=[CH:32][C:31]([C:34]([F:37])([F:36])[F:35])=[CH:30][CH:29]=3)=[CH:26][CH:27]=2)[CH:16]=[CH:15][C:3]=1[O:4][C:5]([CH3:14])([CH3:13])[C:6]([O:8]C(C)(C)C)=[O:7].FC(F)(F)C(O)=O>>[F:1][C:2]1[C:18]([F:19])=[C:17]([CH2:20][CH2:21][C:22](=[O:38])[C:23]2[S:24][C:25]([C:28]3[CH:29]=[CH:30][C:31]([C:34]([F:35])([F:36])[F:37])=[CH:32][CH:33]=3)=[CH:26][CH:27]=2)[CH:16]=[CH:15][C:3]=1[O:4][C:5]([CH3:13])([CH3:14])[C:6]([OH:8])=[O:7]. Procedure details: 2-(2,3-Difluoro-4-(3-oxo-3-(5-(4-(trifluoromethyl)phenyl)thien-2-yl)propyl)-phenoxy)-2-methylpropanoic acid is prepared from tert-butyl 2-(2,3-difluoro-4-(3-oxo-3-(5-(4-(trifluoromethyl)phenyl)thien-2-yl)propyl)phenoxy)-2-methylpropanoate according to general procedure E using 15 equivalents of trifluoroacetic acid. Solvent: CCOCC (ether), CC(OCC)=O (EA). Procedure details: To a solution of intermediate A.ii (10 g) in THF (250 ml) cooled to −78° C., was added n-BuLi (22 ml). After 15 min, a solution of DMF (10 ml) in ether (20 ml) was quickly added. The solution was stirred 15 min and EtOH (5 ml), followed by 1M NaHSO4 (40 ml), was added. After warming to rt, the organic layer was diluted with EA (100 ml). The two layers were separated and the aq. layer was extracted once with EA (100 ml). The combined org. layers were washed with brine and concentrated to dryness.... The reactants are CN(C)C=O (DMF), [Li]CCCC (n-BuLi), OS(=O)(=O)[O-].[Na+] (NaHSO4), C1CCOC1 (THF), CCO (EtOH). The product is COC=1C=NC=2C=CC=C(C2C1)C=O (3-methoxy-quinoline-5-carbaldehyde). RXN SMILES: [Li][CH2:2][CH2:3][CH2:4][CH3:5].C[N:7]([CH:9]=O)[CH3:8].C[CH2:12][OH:13].OS([O-])(=O)=O.[Na+].[CH2:20]1[CH2:24][O:23][CH2:22][CH2:21]1>CCOCC.CC(=O)OCC>[CH3:22][O:23][C:24]1[CH:9]=[N:7][C:8]2[CH:5]=[CH:4][CH:3]=[C:2]([CH:12]=[O:13])[C:21]=2[CH:20]=1 |f:3.4|. Run at time 15 minute. Starting materials: CC1=C(N=C(N1)C1=CC=CC=C1)C(=O)C=1N=C(NC1C)C1=CC=CC=C1 (methyl-2-phenyl-4-imidazolyl ketone), C(NN)(=O)OC (methyl carbazate). The product is COC(NN=C(C)C=1N=C(NC1)C1=CC=CC=C1)=O (3-[1-(2-phenyl-4-imidazolyl)ethylidene]carbazic acid methyl ester). Yield: 91.0%. Reaction SMILES: CC1NC(C2C=CC=CC=2)=N[C:3]=1[C:13]([C:15]1[N:16]=[C:17]([C:21]2[CH:26]=[CH:25][CH:24]=[CH:23][CH:22]=2)[NH:18][C:19]=1C)=O.[C:27]([O:31][CH3:32])(=[O:30])[NH:28][NH2:29]>>[CH3:32][O:31][C:27](=[O:30])[NH:28][N:29]=[C:13]([C:15]1[N:16]=[C:17]([C:21]2[CH:22]=[CH:23][CH:24]=[CH:25][CH:26]=2)[NH:18][CH:19]=1)[CH3:3]. Procedure: By the method of Example 104, the title product is prepared from methyl-2-phenyl-4-imidazolyl ketone and methyl carbazate. The product is obtained in 91% yield, m.p. 226.5°-227° C.